From a dataset of the Open Reaction Database (ORD), a public repository of structured organic reaction records. describe an organic reaction: reactants, conditions, products, and yield Starting materials: NC1=C(C2=C(S1)CCCC2)C(=O)C=2SC=CC2 ((2-amino-4,5,6,7-tetrahydro-benzo[b]thiophen-3-yl)-thiophen-2-yl-methanone), FC(C(CC(C)=O)=O)(F)F (1,1,1-trifluoro-pentane-2,4-dione). The reagents and catalysts are S(O)(O)(=O)=O (sulfuric acid). Run in C(C)(=O)O (acetic acid). Run at temperature 100 celsius, time 10 minute. The product is FC(C(=O)C=1C(=C2C(=NC1C)SC1=C2CCCC1)C=1SC=CC1)(F)F (2,2,2-trifluoro-1-(2-methyl-4-thiophen-2-yl-5,6,7,8-tetrahydro-benzo[4,5]thieno[2,3-b]pyridin-3-yl)-ethanone). Yield: 23.5%. RXN SMILES: [NH2:1][C:2]1[S:6][C:5]2[CH2:7][CH2:8][CH2:9][CH2:10][C:4]=2[C:3]=1[C:11]([C:13]1[S:14][CH:15]=[CH:16][CH:17]=1)=O.[F:18][C:19]([F:27])([F:26])[C:20](=[O:25])[CH2:21][C:22](=O)[CH3:23]>C(O)(=O)C.S(=O)(=O)(O)O>[F:18][C:19]([F:27])([F:26])[C:20]([C:21]1[C:11]([C:13]2[S:14][CH:15]=[CH:16][CH:17]=2)=[C:3]2[C:4]3[CH2:10][CH2:9][CH2:8][CH2:7][C:5]=3[S:6][C:2]2=[N:1][C:22]=1[CH3:23])=[O:25]. Procedure details: To a stirred solution of 50 mg (0.19 mmol) (2-amino-4,5,6,7-tetrahydro-benzo[b]thiophen-3-yl)-thiophen-2-yl-methanone in 1.5 ml acetic acid was added 0.024 ml (0.20 mmol) of 1,1,1-trifluoro-pentane-2,4-dione and one drop of sulfuric acid. The mixture was then stirred at 100° C. for 10 minutes in a microwave and then concentrated in vacuo. Flash chromatography (heptane/ethyl acetate 9:1) afforded 17 mg (23%) 2,2,2-trifluoro-1-(2-methyl-4-thiophen-2-yl-5,6,7,8-tetrahydro-benzo[4,5]thieno[2,3-b]pyr... The reactants are 2.40, C(C)(C)(C)OC(=O)C(N1C(N(C2=C1C=C(C=C2)C#N)C(=O)OC(C)(C)C)=O)C2=CC=CC=C2 (tert-butyl 3-(tert-butoxycarbonylphenylmethyl)-5-cyano-2-oxo-2,3-dihydrobenzimidazole-1-carboxylate). The solvent is FC(C(=O)O)(F)F (trifluoroacetic acid), ClCCl (dichloromethane). Reaction conditions: time 8 hour. Product: C(#N)C=1C=CC2=C(N(C(N2)=O)C(C(=O)OC(C)(C)C)C2=CC=CC=C2)C1 (tert-Butyl (6-cyano-2-oxo-2,3-dihydrobenzimidazol-1-yl)phenylacetate). Reaction SMILES: [C:1]([O:5][C:6]([CH:8]([C:28]1[CH:33]=[CH:32][CH:31]=[CH:30][CH:29]=1)[N:9]1[C:13]2[CH:14]=[C:15]([C:18]#[N:19])[CH:16]=[CH:17][C:12]=2[N:11](C(OC(C)(C)C)=O)[C:10]1=[O:27])=[O:7])([CH3:4])([CH3:3])[CH3:2]>FC(F)(F)C(O)=O.ClCCl>[C:18]([C:15]1[CH:16]=[CH:17][C:12]2[NH:11][C:10](=[O:27])[N:9]([CH:8]([C:28]3[CH:33]=[CH:32][CH:31]=[CH:30][CH:29]=3)[C:6]([O:5][C:1]([CH3:4])([CH3:3])[CH3:2])=[O:7])[C:13]=2[CH:14]=1)#[N:19]. Reported procedure: 2.40 (5.34 mmol) of tert-butyl 3-(tert-butoxycarbonylphenylmethyl)-5-cyano-2-oxo-2,3-dihydrobenzimidazole-1-carboxylate (VIIc) were dissolved in 200 ml of a 2-percent strength trifluoroacetic acid solution in dichloromethane and stirred at room temperature overnight. The solvent and excess trifluoroacetic acid were removed in vacuo, and the residue was taken up in toluene, concentrated in vacuo and dried. The reactants are C=C(Br)C1NC(=O)CC(c2cccc(Cl)c2)C12C(=O)N(C(=O)OC(C)(C)C)c1cc(Cl)ccc12, O=C(O)C(F)(F)F. Product: C=C(Br)C1NC(=O)CC(c2cccc(Cl)c2)C12C(=O)Nc1cc(Cl)ccc12. Reaction SMILES: [C:1]([O:2][C:3](=[O:4])[N:8]1[C:9](=[O:34])[C:10]2([c:11]3[cH:12][cH:13][c:14]([Cl:17])[cH:15][c:16]31)[CH:18]([C:31](=[CH2:32])[Br:33])[NH:19][C:20](=[O:30])[CH2:21][CH:22]2[c:23]1[cH:24][c:25]([Cl:29])[cH:26][cH:27][cH:28]1)([CH3:5])([CH3:6])[CH3:7].[OH:35][C:36]([C:37]([F:38])([F:39])[F:40])=[O:41]>>[NH:8]1[C:9](=[O:34])[C:10]2([c:11]3[cH:12][cH:13][c:14]([Cl:17])[cH:15][c:16]31)[CH:18]([C:31](=[CH2:32])[Br:33])[NH:19][C:20](=[O:30])[CH2:21][CH:22]2[c:23]1[cH:24][c:25]([Cl:29])[cH:26][cH:27][cH:28]1. Reactants: N1=CC=CC(=C1)C1N(C)CCC1 (Nicotine), CC1(C2CCC(C2)C1(C)NC)C (mecamylamine), amine, CC1(C2CCC(C2)C1(C)NC)C (mecamylamine), N1=CC=CC(=C1)C1N(C)CCC1 (nicotine), CC1(C2CCC(C2)C1(C)NC)C (mecamylamine), polyester, N1=CC=CC(=C1)C1N(C)CCC1 (nicotine), CC1(C2CCC(C2)C1(C)NC)C (mecamylamine), N1=CC=CC(=C1)C1N(C)CCC1 (nicotine). The solvent is CCCCCC (hexane). The product is N1=CC=CC(=C1)C1N(C)CCC1.CC1(C2CCC(C2)C1(C)NC)C (Nicotine Mecamylamine). As a reaction SMILES: [N:1]1[CH:6]=[C:5]([CH:7]2[CH2:12][CH2:11][CH2:10][N:8]2[CH3:9])[CH:4]=[CH:3][CH:2]=1.[CH3:13][C:14]1([CH3:24])[C:20]([NH:22][CH3:23])([CH3:21])[CH:18]2[CH2:19][CH:15]1[CH2:16][CH2:17]2>CCCCCC>[N:1]1[CH:6]=[C:5]([CH:7]2[CH2:12][CH2:11][CH2:10][N:8]2[CH3:9])[CH:4]=[CH:3][CH:2]=1.[CH3:13][C:14]1([CH3:24])[C:20]([NH:22][CH3:23])([CH3:21])[CH:18]2[CH2:19][CH:15]1[CH2:16][CH2:17]2 |f:3.4|. Procedure details: Nicotine and mecamylamine were added to a hexane solution of Dow Corning BIO-PSA amine compatible silicone pressure sensitive adhesive. Two batches were made: one contained approximately 10% nicotine and 6.4% mecamylamine based on the total dry weight of the adhesive and the two drugs; and a second contained approximately 10% nicotine and 4.2% mecamylamine, based on the total dry weight of the adhesive and the two drugs. The batches were separately coated onto a 3M Scotchpak 1109 polyester/polyo... The reactants are C1=CC=C(C(=O)C=C1)O (tropolone), S(=O)(Cl)Cl (thionyl chloride). The solvent is C1=CC=CC=C1 (benzene). Reaction conditions: time 1.5 hour. Product: C1=CC=C(C(=O)C=C1)Cl (2-chlorotropone). As a reaction SMILES: [CH:1]1[CH:8]=[CH:7][C:5](=[O:6])[C:4](O)=[CH:3][CH:2]=1.S(Cl)([Cl:12])=O>C1C=CC=CC=1>[CH:1]1[CH:8]=[CH:7][C:5](=[O:6])[C:4]([Cl:12])=[CH:3][CH:2]=1. Procedure details: To a solution of tropolone (1,680 mg) dissolved in benzene (36 ml) is added thionyl chloride (1.12 ml). The mixture is stirred for 1.5 hr with refluxing. After concentrating the reaction mixture under reduced pressure, the resulting residue is purified by silica gel chromatography and recrystallized from cyclohexane to give 1.08 g of 2-chlorotropone as yellow needles. To a solution of the 2-chlorotropone (75 mg) dissolved in dimethylformamide (4 ml) is added potassium thiocyanate (270 mg). The m... The reactants are C1(=CCCCC1)C1=CC(=C(S1)C(=O)O)N(C(=O)[C@@H]1CC[C@H](CC1)C)[C@@H]1CC[C@H](CC1)O (5-cyclohex-1-enyl-3-{(trans-4-hydroxy-cyclohexyl)-(trans-4-methyl-cyclohexane-carbonyl)-amino}-thiophene-2-carboxylic acid), N(=C=O)[C@H](C(=O)OC)C(C)C (methyl (S)-(−)-2-isocyanato-3-methylbutyrate), O (water). Solvent: C1(=CC=CC=C1)C (toluene). Conditions: temperature 70 celsius, time 2 hour. Product: C1(=CCCCC1)C1=CC(=C(S1)C(=O)O)N(C(=O)[C@@H]1CC[C@H](CC1)C)[C@@H]1CC[C@H](CC1)OC(NC(C(C)C)C(=O)OC)=O (5-cyclohex-1-enyl-3-[{trans-4-(1-methoxycarbonyl-2-methyl-propylcarbamoyloxy)-cyclohexyl}-(trans-4-methyl-cyclohexanecarbonyl)-amino]-thiophene-2-carboxylic acid). As a reaction SMILES: [C:1]1([C:7]2[S:11][C:10]([C:12]([OH:14])=[O:13])=[C:9]([N:15]([C@H:25]3[CH2:30][CH2:29][C@H:28]([OH:31])[CH2:27][CH2:26]3)[C:16]([C@H:18]3[CH2:23][CH2:22][C@H:21]([CH3:24])[CH2:20][CH2:19]3)=[O:17])[CH:8]=2)[CH2:6][CH2:5][CH2:4][CH2:3][CH:2]=1.[N:32]([C@@H:35]([CH:40]([CH3:42])[CH3:41])[C:36]([O:38][CH3:39])=[O:37])=[C:33]=[O:34].O>C1(C)C=CC=CC=1>[C:1]1([C:7]2[S:11][C:10]([C:12]([OH:14])=[O:13])=[C:9]([N:15]([C@H:25]3[CH2:26][CH2:27][C@H:28]([O:31][C:33](=[O:34])[NH:32][CH:35]([C:36]([O:38][CH3:39])=[O:37])[CH:40]([CH3:42])[CH3:41])[CH2:29][CH2:30]3)[C:16]([C@H:18]3[CH2:23][CH2:22][C@H:21]([CH3:24])[CH2:20][CH2:19]3)=[O:17])[CH:8]=2)[CH2:6][CH2:5][CH2:4][CH2:3][CH:2]=1. Procedure: A mixture of 5-cyclohex-1-enyl-3-{(trans-4-hydroxy-cyclohexyl)-(trans-4-methyl-cyclohexane-carbonyl)-amino}-thiophene-2-carboxylic acid (20 mg, 0.045 mmol) and methyl (S)-(−)-2-isocyanato-3-methylbutyrate (10 μl, 0.07 mmol) in toluene (1 mL) was stirred at 70° C. for 2 h. It was cooled and water (1 mL) was added. The mixture was stirred at room temperature for one h. It was extracted with EtOAc (50 mL), washed with brine, dried (MgSO4) and evaporated. Pure 5-cyclohex-1-enyl-3-[{trans-4-(1-methox... Reactants: COC(CN)OC (2-aminoacetaldehyde dimethylacetal), C([O-])(O)=O.[K+] (potassium bicarbonate), IC1=CC=C(C(=O)Cl)C=C1 (4-iodobenzoyl chloride). Run in CC(=O)C (acetone). Product: COC(CNC(C1=CC=C(C=C1)I)=O)OC (N-(2,2-dimethoxyethyl)-4-iodobenzamide). Isolated yield 96.8%. As a reaction SMILES: [CH3:1][O:2][CH:3]([O:6][CH3:7])[CH2:4][NH2:5].C(=O)(O)[O-].[K+].[I:13][C:14]1[CH:22]=[CH:21][C:17]([C:18](Cl)=[O:19])=[CH:16][CH:15]=1>CC(C)=O>[CH3:1][O:2][CH:3]([O:6][CH3:7])[CH2:4][NH:5][C:18](=[O:19])[C:17]1[CH:21]=[CH:22][C:14]([I:13])=[CH:15][CH:16]=1 |f:1.2|. Reported procedure: A solution of 2-aminoacetaldehyde dimethylacetal (12.3 mL, 112 mmol) in a mixture of acetone (50 mL) and aqueous potassium bicarbonate (12 g, 122 mmol in 110 mL of water) was stirred and cooled to −5° C., as a solution of 4-iodobenzoyl chloride (25 g, 94 mmol) was added dropwise. The cooling bath was removed and the reaction stirred for 3 hours. The reaction was concentrated and diluted with water. The resulting solid was isolated by filtration and dried to give 30.5 g of N-(2,2-dimethoxyethyl)-... Reactants: C([C@@H]1[C@H]([C@@H]([C@H]([C@H](O1)O[C@]2([C@H]([C@@H]([C@H](O2)CO)O)O)CO)O)O)O)O (sucrose), C(C(CO)(CO)N)O (Tris). Run at time 80 minute. Reported procedure: The pooled supernatant was underlayed with 16 mL of a 36 % sucrose solution prepared in 10 mM Tris (pH 9.0). The supernatant was then ultracentrifuged at 18,000 rpm in a Beckman SW28 rotor for 80 min at 4° C. to pellet recombinant virus. After ultracentrifugation, the supernatant was removed from the visible virus pellet by aspiration, and the pellet resuspended in 1.0-1.5 mL 10 mm Tris (pH 9.0). This suspension was dounced about 7 times on ice to provide a suspension having a milky, even consis... Reaction SMILES: C(O)[C@H]1O[C@H](O[C@:9]2([CH2:18]O)[O:13][C@H:12]([CH2:14][OH:15])[C@@H:11](O)[C@@H:10]2O)[C@H](O)[C@@H](O)[C@@H]1O.[CH2:24](O)[C:25]([NH2:30])(CO)CO>>[NH2:30][CH2:25][CH2:24][C:10]1[CH:9]=[CH:18][C:14]([OH:15])=[C:12]([OH:13])[CH:11]=1. Product: NCCC1=CC(O)=C(O)C=C1 (Dopamine). As a reaction SMILES: [CH2:9]([O:11][C:12](=[O:10])[c:14]1[cH:15][n:16][c:17]([O:19][CH2:20][c:21]2[c:22](-[c:27]3[cH:28][cH:29][cH:30][cH:31][cH:32]3)[n:23][o:24][c:25]2[CH3:26])[s:18]1)[CH3:13].[CH3:1][CH:2]([CH3:3])[NH2:4].[CH3:39][c:40]1[cH:41][cH:42][cH:43][cH:44][cH:45]1.[CH3:5][Al:6]([CH3:7])[CH3:8].[O:33]1[CH2:34][CH2:35][O:36][CH2:37][CH2:38]1>>[CH3:1][CH:2]([CH3:3])[NH:4][C:12](=[O:11])[c:14]1[cH:15][n:16][c:17]([O:19][CH2:20][c:21]2[c:22](-[c:27]3[cH:28][cH:29][cH:30][cH:31][cH:32]3)[n:23][o:24][c:25]2[CH3:26])[s:18]1. Starting materials: CCOC(=O)c1cnc(OCc2c(-c3ccccc3)noc2C)s1, CC(C)N, Cc1ccccc1, C[Al](C)C, C1COCCO1. Yields the product Cc1onc(-c2ccccc2)c1COc1ncc(C(=O)NC(C)C)s1.